From a dataset of the Open Reaction Database (ORD), a public repository of structured organic reaction records. describe an organic reaction: reactants, conditions, products, and yield Reactants: C(C1=CC=CC=C1)N1C([C@@]2(C3=CC=CC=C13)[C@@H](C2)C2=CC=C1C=NN(C1=C2)CC2=CC=CC=C2)=O ((1R,2S)-1′-benzyl-2-(1-benzyl-1H-indazol-6-yl)spiro[cyclopropane-1,3′-indolin]-2′-one), CS(=O)(=O)O[C@H](COS(=O)(=O)C)C1=CC=C2C=NN(C2=C1)CC1=CC=C(C=C1)OC ((S)-1-(1-(4-methoxybenzyl)-1H-indazol-6-yl)ethane-1,2-diyl dimethanesulfonate), CN1C(CC2=CC=CC=C12)=O (1-methylindolin-2-one). Product: COC1=CC=C(CN2N=CC3=CC=C(C=C23)[C@@H]2C[C@@]23C(N(C2=CC=CC=C32)C)=O)C=C1 ((1R,2S)-2(1-(4-methoxybenzyl)-1H-indazol-6-yl)-1′-methylspiro[cyclopropane-1,3′-indolin]-2′-one). Isolated yield 80.0%. Reaction SMILES: [CH2:1]([N:8]1[C:16]2[C:11](=[CH:12][CH:13]=[CH:14][CH:15]=2)[C@:10]2([CH2:18][C@H:17]2[C:19]2[CH:27]=[C:26]3[C:22]([CH:23]=[N:24][N:25]3[CH2:28][C:29]3[CH:34]=[CH:33][CH:32]=[CH:31][CH:30]=3)=[CH:21][CH:20]=2)[C:9]1=[O:35])C1C=CC=CC=1.CS([O:40][C@@H:41](C1C=C2C(C=NN2CC2C=CC(OC)=CC=2)=CC=1)COS(C)(=O)=O)(=O)=O.CN1C2C(=CC=CC=2)CC1=O>>[CH3:41][O:40][C:32]1[CH:31]=[CH:30][C:29]([CH2:28][N:25]2[C:26]3[C:22](=[CH:21][CH:20]=[C:19]([C@H:17]4[C@@:10]5([C:11]6[C:16](=[CH:15][CH:14]=[CH:13][CH:12]=6)[N:8]([CH3:1])[C:9]5=[O:35])[CH2:18]4)[CH:27]=3)[CH:23]=[N:24]2)=[CH:34][CH:33]=1. Procedure details: The title compound was prepared in a manner similar to the method of (1R,2S)-1′-benzyl-2-(1-benzyl-1H-indazol-6-yl)spiro[cyclopropane-1,3′-indolin]-2′-one using (S)-1-(1-(4-methoxybenzyl)-1H-indazol-6-yl)ethane-1,2-diyl dimethanesulfonate (2.03 g, 4.47 mmol) and 1-methylindolin-2-one (658 mg, 4.47 mmol). Purification using Biotage Isolera (silica gel, 20-50% EtOAc in hexane) yielded the title compound as a yellowish crystalline solid (1.47 g, 80%); 1H NMR (400 MHz, CD3OD) δ 7.98 (s, 1H), 7.61 (d...